The task is: describe an organic reaction: reactants, conditions, products, and yield. This data is from the Open Reaction Database (ORD), a public repository of structured organic reaction records. Reactants: C(=O)C(C(=O)OCC)CC=1OC=CC1 (Ethyl 2-formyl-3-(2-furyl)propionate), [N+](=O)([O-])NC(=N)N (nitroguanidine), C[O-].[Na+] (sodium methoxide). Run in CO (methanol). Yields the product [N+](=O)([O-])NC1=NC=C(C(N1)=O)CC=1OC=CC1 (2-nitroamino-5-(2-furylmethyl)-4-pyrimidone). Isolated yield 59.3%. As a reaction SMILES: [CH:1]([CH:3]([CH2:9][C:10]1[O:11][CH:12]=[CH:13][CH:14]=1)[C:4](OCC)=O)=[O:2].[N+:15]([NH:18][C:19]([NH2:21])=[NH:20])([O-:17])=[O:16].C[O-].[Na+]>CO>[N+:15]([NH:18][C:19]1[NH:21][C:1](=[O:2])[C:3]([CH2:9][C:10]2[O:11][CH:12]=[CH:13][CH:14]=2)=[CH:4][N:20]=1)([O-:17])=[O:16] |f:2.3|. Reported procedure: Ethyl 2-formyl-3-(2-furyl)propionate (24.0 g, 0.122 mol) was added to a mixture of nitroguanidine (12.69 g, 0.122 mol) and sodium methoxide (from 3.09 g, 0.134 mol, sodium) in methanol and the mixture was stirred and heated under reflux for 18 hours and evaporated to dryness. The residue was dissolved in water and the solution was adjusted to pH 4 with acetic acid. The solid which separated was filtered off to give 2-nitroamino-5-(2-furylmethyl)-4-pyrimidone (17.1 g, 59%). A sample recrystallise...